This data is from the Open Reaction Database (ORD), a public repository of structured organic reaction records. The task is: describe an organic reaction: reactants, conditions, products, and yield Starting materials: BrC(C(=O)C1=CC2=C(S1)C=CC=C2Cl)CC (2-bromo-1-(4-chlorobenzo[b]thiophen-2-yl)butan-1-one), N1C(NCC1)=S (2-imidazolidinethione), C(C)O (ethanol). Run in C(C)(=O)O (Acetic acid). Yields the product Br.ClC1=CC=CC=2SC(=CC21)C=2N1C(SC2CC)=NCC1 (3-(4-chlorobenzo[b]thiophen-2-yl)-2-ethyl-5,6-dihydroimidazo[2,1-b]thiazole hydrobromide). The yield is 71.8%. Reaction SMILES: [Br:1][CH:2]([CH2:15][CH3:16])[C:3]([C:5]1[S:9][C:8]2[CH:10]=[CH:11][CH:12]=[C:13]([Cl:14])[C:7]=2[CH:6]=1)=O.[NH:17]1[CH2:21][CH2:20][NH:19][C:18]1=[S:22].C(O)C>C(O)(=O)C>[BrH:1].[Cl:14][C:13]1[C:7]2[CH:6]=[C:5]([C:3]3[N:19]4[CH2:20][CH2:21][N:17]=[C:18]4[S:22][C:2]=3[CH2:15][CH3:16])[S:9][C:8]=2[CH:10]=[CH:11][CH:12]=1 |f:4.5|. Procedure: A mixture of 2-bromo-1-(4-chlorobenzo[b]thiophen-2-yl)butan-1-one (1.06 g), 2-imidazolidinethione (0.255 g) and ethanol (25 ml) was heated under reflux for 20 minutes. Acetic acid (12 ml) was added, the mixture was heated under reflux for 21 hours, then the solvents were removed in vacuo and the solid residue recrystallised from propan-2-ol (40 ml) to give 3-(4-chlorobenzo[b]thiophen-2-yl)-2-ethyl-5,6-dihydroimidazo[2,1-b]thiazole hydrobromide (0.72 g) as a white solid, m.p. 187-189° C. Starting materials: O=c1[nH]c2c(O)cccc2n1Cc1ccccc1, C1CCOC1, OC1CN(C(c2ccccc2)c2ccccc2)C1, CC(C)OC(=O)N=NC(=O)OC(C)C, c1ccc(P(c2ccccc2)c2ccccc2)cc1. Yields the product O=c1[nH]c2c(OC3CN(C(c4ccccc4)c4ccccc4)C3)cccc2n1Cc1ccccc1. As a reaction SMILES: [CH2:1]([c:2]1[cH:3][cH:4][cH:5][cH:6][cH:7]1)[n:8]1[c:9](=[O:18])[nH:10][c:11]2[c:12]1[cH:13][cH:14][cH:15][c:16]2[OH:17].[CH2:70]1[O:71][CH2:72][CH2:73][CH2:74]1.[CH:19]([c:20]1[cH:21][cH:22][cH:23][cH:24][cH:25]1)([c:26]1[cH:27][cH:28][cH:29][cH:30][cH:31]1)[N:32]1[CH2:33][CH:34]([OH:36])[CH2:35]1.[O:56]=[C:57]([O:58][CH:59]([CH3:60])[CH3:61])[N:62]=[N:63][C:64]([O:65][CH:66]([CH3:67])[CH3:68])=[O:69].[c:37]1([P:38]([c:39]2[cH:40][cH:41][cH:42][cH:43][cH:44]2)[c:45]2[cH:46][cH:47][cH:48][cH:49][cH:50]2)[cH:51][cH:52][cH:53][cH:54][cH:55]1>>[CH2:1]([c:2]1[cH:3][cH:4][cH:5][cH:6][cH:7]1)[n:8]1[c:9](=[O:18])[nH:10][c:11]2[c:12]1[cH:13][cH:14][cH:15][c:16]2[O:17][CH:34]1[CH2:33][N:32]([CH:19]([c:20]2[cH:21][cH:22][cH:23][cH:24][cH:25]2)[c:26]2[cH:27][cH:28][cH:29][cH:30][cH:31]2)[CH2:35]1. Reactants: C(C(C)C)(=O)OCC (ethyl isobutyrate), C[Si](C)(C)[N-][Si](C)(C)C.[Li+] (lithium bis(trimethylsilyl)amide), BrCC1=CC=C(C=C1)F (1-bromomethyl-4-fluorobenzene). Solvent: O1CCCC1 (tetrahydrofuran), O1CCCC1 (tetrahydrofuran), O1CCCC1 (tetrahydrofuran), O1CCCC1 (tetrahydrofuran). Run at temperature -78 celsius, time 45 minute. Yields the product C(C)OC(C(CC1=CC=C(C=C1)F)(C)C)=O (3-(4-fluorophenyl)-2,2-dimethyl-propionic acid ethyl ester). As a reaction SMILES: [C:1]([O:6][CH2:7][CH3:8])(=[O:5])[CH:2]([CH3:4])[CH3:3].C[Si]([N-][Si](C)(C)C)(C)C.[Li+].Br[CH2:20][C:21]1[CH:26]=[CH:25][C:24]([F:27])=[CH:23][CH:22]=1>O1CCCC1>[CH2:7]([O:6][C:1](=[O:5])[C:2]([CH3:4])([CH3:3])[CH2:20][C:21]1[CH:26]=[CH:25][C:24]([F:27])=[CH:23][CH:22]=1)[CH3:8] |f:1.2|. Procedure: A solution of ethyl isobutyrate (11.03 g, 95 mmol) in tetrahydrofuran (75 mL) was added dropwise to a mixture of a solution of lithium bis(trimethylsilyl)amide in tetrahydrofuran (1.0 M, 100 mL, 100 mmol) and tetrahydrofuran (100 mL) at −78° C. over 15 minutes. The resulting solution was stirred at −78° C. for 45 minutes, and then treated with a solution of 1-bromomethyl-4-fluorobenzene (11.5 mL, 92 mmol) in tetrahydrofuran (25 mL) over 5 minutes. The cooling bath was removed, and the reaction m... Reactants: C(C1=CC=CC=C1)OC=1C=C2C(=CNC2=CC1)CC(=O)O (5-benzyloxyindole-3-acetic acid), CNCCC1=CC=CC=C1 (N-methyl-N-phenethylamine). Product: CN(C(CC1=CNC2=CC=C(C=C12)OCC1=CC=CC=C1)=O)CCC1=CC=CC=C1 (N-methyl-N-phenethyl-2-(5-benzyloxyindol-3-yl)acetamide). Reaction SMILES: [CH2:1]([O:8][C:9]1[CH:10]=[C:11]2[C:15](=[CH:16][CH:17]=1)[NH:14][CH:13]=[C:12]2[CH2:18][C:19]([OH:21])=O)[C:2]1[CH:7]=[CH:6][CH:5]=[CH:4][CH:3]=1.[CH3:22][NH:23][CH2:24][CH2:25][C:26]1[CH:31]=[CH:30][CH:29]=[CH:28][CH:27]=1>>[CH3:22][N:23]([CH2:24][CH2:25][C:26]1[CH:31]=[CH:30][CH:29]=[CH:28][CH:27]=1)[C:19](=[O:21])[CH2:18][C:12]1[C:11]2[C:15](=[CH:16][CH:17]=[C:9]([O:8][CH2:1][C:2]3[CH:3]=[CH:4][CH:5]=[CH:6][CH:7]=3)[CH:10]=2)[NH:14][CH:13]=1. Procedure details: When the procedure of Example 14 is followed, 5-benzyloxyindole-3-acetic acid and N-methyl-N-phenethylamine are reacted to give N-methyl-N-phenethyl-2-(5-benzyloxyindol-3-yl)acetamide. (m.p. 146° C. (dec.)) Starting materials: CN, O=C(Cl)c1cccc2c1CCCc1ccccc1-2, c1ccccc1. Yields the product CNC(=O)c1cccc2c1CCCc1ccccc1-2. As a reaction SMILES: [CH3:19][NH2:20].[cH:1]1[cH:2][cH:3][c:4]([C:16](=[O:17])[Cl:18])[c:5]2[c:6]1-[c:7]1[c:8]([cH:12][cH:13][cH:14][cH:15]1)[CH2:9][CH2:10][CH2:11]2.[cH:21]1[cH:22][cH:23][cH:24][cH:25][cH:26]1>>[cH:1]1[cH:2][cH:3][c:4]([C:16](=[O:17])[NH:20][CH3:19])[c:5]2[c:6]1-[c:7]1[c:8]([cH:12][cH:13][cH:14][cH:15]1)[CH2:9][CH2:10][CH2:11]2. Starting materials: CC(N)C1CC1, Fc1ccc(C2CCc3c(Cl)nc(Cl)nc32)cc1, Cl. The product is CC(Nc1nc(Cl)nc2c1CCC2c1ccc(F)cc1)C1CC1. As a reaction SMILES: [CH:19]1([CH:22]([CH3:23])[NH2:24])[CH2:20][CH2:21]1.[Cl:1][c:2]1[n:3][c:4]([Cl:18])[c:5]2[c:6]([n:7]1)[CH:8]([c:11]1[cH:12][cH:13][c:14]([F:17])[cH:15][cH:16]1)[CH2:9][CH2:10]2.[ClH:25]>>[Cl:1][c:2]1[n:3][c:4]([NH:24][CH:22]([CH:19]2[CH2:20][CH2:21]2)[CH3:23])[c:5]2[c:6]([n:7]1)[CH:8]([c:11]1[cH:12][cH:13][c:14]([F:17])[cH:15][cH:16]1)[CH2:9][CH2:10]2.